From a dataset of the Open Reaction Database (ORD), a public repository of structured organic reaction records. describe an organic reaction: reactants, conditions, products, and yield Starting materials: N[C@@H](C)C(=O)N1[C@H](C(=O)O)C[C@@H](C1)CC1=CC=CC=C1 (1-(L-alanyl)-4-(S)-(phenylmethyl)-L-proline), O=C(C(=O)OCC)CCC1=CC=CC=C1 (ethyl 2-oxo-4-phenylbutyrate), C(#N)[BH3-].[Na+] (sodium cyanoborohydride). Solvent: C(C)O (ethanol). Product: C(C)OC(=O)[C@H](CCC1=CC=CC=C1)N[C@@H](C)C(=O)N1[C@H](C(=O)O)C[C@@H](C1)CC1=CC=CC=C1 (1-[N-(1-(S)-ethoxycarbonyl-3-phenylpropyl)-L-alanyl]-4-(S)-(phenylmethyl)-L-proline). Reaction SMILES: [NH2:1][C@H:2]([C:4]([N:6]1[CH2:13][C@@H:12]([CH2:14][C:15]2[CH:20]=[CH:19][CH:18]=[CH:17][CH:16]=2)[CH2:11][C@H:7]1[C:8]([OH:10])=[O:9])=[O:5])[CH3:3].O=[C:22]([CH2:28][CH2:29][C:30]1[CH:35]=[CH:34][CH:33]=[CH:32][CH:31]=1)[C:23]([O:25][CH2:26][CH3:27])=[O:24].C([BH3-])#N.[Na+]>C(O)C>[CH2:26]([O:25][C:23]([C@@H:22]([NH:1][C@H:2]([C:4]([N:6]1[CH2:13][C@@H:12]([CH2:14][C:15]2[CH:16]=[CH:17][CH:18]=[CH:19][CH:20]=2)[CH2:11][C@H:7]1[C:8]([OH:10])=[O:9])=[O:5])[CH3:3])[CH2:28][CH2:29][C:30]1[CH:31]=[CH:32][CH:33]=[CH:34][CH:35]=1)=[O:24])[CH3:27] |f:2.3|. Procedure: A solution of 1-(L-alanyl)-4-(S)-(phenylmethyl)-L-proline and ethyl 2-oxo-4-phenylbutyrate in ethanol is stored at room temperature with powdered molecular sieves. Over the course of several hours, sodium cyanoborohydride is added and the reaction mixture is filtered and concentrated under reduced pressure. The residue is purified by absorption on ion exchange resin to yield 1-[N-(1-(S)-ethoxycarbonyl-3-phenylpropyl)-L-alanyl]-4-(S)-(phenylmethyl)-L-proline.